From a dataset of the Open Reaction Database (ORD), a public repository of structured organic reaction records. describe an organic reaction: reactants, conditions, products, and yield Product: C(C)C=1C=C(C(O)=CC1)O (4-ethylcatechol). Reaction SMILES: [CH2:1]([C:3]1[CH:4]=[C:5]([O:11]C)[C:6]([O:9]C)=[CH:7][CH:8]=1)[CH3:2].C(O)(=O)C.Br.O>CCOCC>[CH2:1]([C:3]1[CH:4]=[C:5]([OH:11])[C:6](=[CH:7][CH:8]=1)[OH:9])[CH3:2]. Starting materials: C(C)C=1C=C(C(=CC1)OC)OC (4-ethylveratrole), C(C)(=O)O (acetic acid), Br (hydrobromic acid), O (water), resultant mixture. Reported procedure: A mixture of 10.0 g (60.2 mM) of 4-ethylveratrole, 38.4 g (639 mM) of acetic acid and 115.0 g (668 mM) of 47% hydrobromic acid was heated under reflux for 4 hours with stirring After cooling to the room temperature, 100 ml of water was added and the resultant mixture was extractbd three times with each 110 ml of ether. The ether extract was successively washed with 110 ml of water, 150 g of 5% aqueous sodium thiosulfate solution and further twice with each 110 ml of water. The resulting ether so... Yield: 89.0%. The solvent is CCOCC (ether). The reactants are CCN1CCCC1CN, COc1nc(Cl)ccc1C(=O)Cl, ClC(Cl)Cl, c1ccccc1. The product is CCN1CCCC1CNC(=O)c1ccc(Cl)nc1OC. As a reaction SMILES: [CH2:13]([CH3:14])[N:15]1[CH:16]([CH2:20][NH2:21])[CH2:17][CH2:18][CH2:19]1.[CH3:1][O:2][c:3]1[c:4]([C:5](=[O:6])[Cl:7])[cH:8][cH:9][c:10]([Cl:12])[n:11]1.[CH:22]([Cl:23])([Cl:24])[Cl:25].[cH:26]1[cH:27][cH:28][cH:29][cH:30][cH:31]1>>[CH3:1][O:2][c:3]1[c:4]([C:5](=[O:6])[NH:21][CH2:20][CH:16]2[N:15]([CH2:13][CH3:14])[CH2:19][CH2:18][CH2:17]2)[cH:8][cH:9][c:10]([Cl:12])[n:11]1. As a reaction SMILES: [CH3:19][SiH:20]([CH3:21])[N:26]([Si:22]([CH3:23])([CH3:24])[CH3:25])[CH3:27].[F:1][c:2]1[n:3][c:4]([NH2:11])[c:5]2[nH:6][cH:7][n:8][c:9]2[n:10]1.[NH4+:12].[NH4+:13].[O-:14][S:15](=[O:16])(=[O:17])[O-:18]>>[F:1][c:2]1[n:3][c:4]([NH2:11])[c:5]2[n:6][cH:7][n:8]([Si:22]([CH3:23])([CH3:24])[CH3:25])[c:9]2[n:10]1. The reactants are CN([SiH](C)C)[Si](C)(C)C, Nc1nc(F)nc2nc[nH]c12, [NH4+], [NH4+], O=S(=O)([O-])[O-]. Yields the product C[Si](C)(C)n1cnc2c(N)nc(F)nc21. Reactants: CC(C)n1ncnc1-c1cn2c(n1)-c1ccc(Br)cc1OCC2, O=C([O-])[O-], CCN(CC)CCn1cc(B2OC(C)(C)C(C)(C)O2)cn1, CC#N, CCOC(C)=O, [K+], [K+], O. The product is CCN(CC)CCn1cc(-c2ccc3c(c2)OCCn2cc(-c4ncnn4C(C)C)nc2-3)cn1. As a reaction SMILES: [Br:1][c:2]1[cH:3][c:4]2[c:5]([cH:22][cH:23]1)-[c:6]1[n:7]([cH:11][c:12](-[c:14]3[n:15][cH:16][n:17][n:18]3[CH:19]([CH3:20])[CH3:21])[n:13]1)[CH2:8][CH2:9][O:10]2.[C:45](=[O:46])([O-:47])[O-:48].[CH2:24]([CH3:25])[N:26]([CH2:27][CH2:28][n:29]1[n:30][cH:31][c:32]([B:34]2[O:35][C:36]([CH3:37])([CH3:38])[C:39]([CH3:40])([CH3:41])[O:42]2)[cH:33]1)[CH2:43][CH3:44].[CH3:51][C:52]#[N:53].[CH3:54][CH2:55][O:56][C:57](=[O:58])[CH3:59].[K+:49].[K+:50].[OH2:60]>>[c:2]1(-[c:32]2[cH:31][n:30][n:29]([CH2:28][CH2:27][N:26]([CH2:24][CH3:25])[CH2:43][CH3:44])[cH:33]2)[cH:3][c:4]2[c:5]([cH:22][cH:23]1)-[c:6]1[n:7]([cH:11][c:12](-[c:14]3[n:15][cH:16][n:17][n:18]3[CH:19]([CH3:20])[CH3:21])[n:13]1)[CH2:8][CH2:9][O:10]2. Starting materials: [N+](=O)([O-])C(C)O (nitroethanol), C(C)(=O)O (acetic acid), C1=CC=CC=C1 (benzene). Reagents/catalysts: OS(=O)(=O)O (H2SO4). The solvent is O (water). Yields the product [N+](=O)([O-])CCOC(C)=O (nitroethylacetate). RXN SMILES: [N+:1]([CH:4](O)[CH3:5])([O-:3])=[O:2].[C:7]([OH:10])(=[O:9])[CH3:8].C1C=CC=CC=1>OS(O)(=O)=O.O>[N+:1]([CH2:4][CH2:5][O:10][C:7](=[O:9])[CH3:8])([O-:3])=[O:2]. Procedure: 64 g nitroethanol, 50 ml glacial acetic acid, 250 ml benzene and 5 drops conc. H2SO4 were refluxed, using a water separator for 8 hours; 12 ml of H2O were collected. The solution was evaporated and vacuum distilled (1 mm at 60° C) yielding 89 g colorless nitroethylacetate. Starting materials: C1(=CC=CC=C1)C1([C@H]2N(B(O1)C)CCC2)C2=CC=CC=C2 ((S)-5,5-diphenyl-2-methyl-3,4-propano-1,3,2-oxazaborolidine), ClCC(=O)C1=CC=C(C=C1)F (2-Chloro-4′-fluoroacetophenone), [OH-].[Na+] (sodium hydroxide). Run in O1CCCC1 (tetrahydrofuran), O1CCCC1 (tetrahydrofuran). Run at time 10 minute. The product is FC1=CC=C(C=C1)C1OC1 (2-(4-fluorophenyl)oxirane). The yield is 106.2%. As a reaction SMILES: Cl[CH2:2][C:3]([C:5]1[CH:10]=[CH:9][C:8]([F:11])=[CH:7][CH:6]=1)=[O:4].C1(C2(C3C=CC=CC=3)OB(C)N3CCC[C@@H]23)C=CC=CC=1.[OH-].[Na+]>O1CCCC1>[F:11][C:8]1[CH:9]=[CH:10][C:5]([CH:3]2[CH2:2][O:4]2)=[CH:6][CH:7]=1 |f:2.3|. Procedure details: 1.0 g of 2-Chloro-4′-fluoroacetophenone was dissolved in 5 ml of tetrahydrofuran, and 0.16 g of (S)-5,5-diphenyl-2-methyl-3,4-propano-1,3,2-oxazaborolidine and 1M borane-tetrahydrofuran complex 7.0 ml of tetrahydrofuran solution were added with ice-cooling, followed by stirring for 10 minutes. Then, to the reaction solution was added 2 ml of 4M aqueous sodium hydroxide solution, followed by stirring at room temperature for 4 hours. The reaction solution was concentrated under reduced pressure, a... Reactants: C1CCOC1, CC(C)=O, O=C(Nc1ccc(Oc2ccnc3cc(C4CCNCC4)sc23)c(F)c1)c1ccnn(-c2ccc(F)cc2)c1=O. The product is CC(C)N1CCC(c2cc3nccc(Oc4ccc(NC(=O)c5ccnn(-c6ccc(F)cc6)c5=O)cc4F)c3s2)CC1. As a reaction SMILES: [CH2:45]1[O:46][CH2:47][CH2:48][CH2:49]1.[CH3:41][C:42]([CH3:43])=[O:44].[F:1][c:2]1[cH:3][c:4]([NH:24][C:25](=[O:26])[c:27]2[c:28](=[O:40])[n:29](-[c:33]3[cH:34][cH:35][c:36]([F:39])[cH:37][cH:38]3)[n:30][cH:31][cH:32]2)[cH:5][cH:6][c:7]1[O:8][c:9]1[c:10]2[c:11]([n:12][cH:13][cH:14]1)[cH:15][c:16]([CH:18]1[CH2:19][CH2:20][NH:21][CH2:22][CH2:23]1)[s:17]2>>[F:1][c:2]1[cH:3][c:4]([NH:24][C:25](=[O:26])[c:27]2[c:28](=[O:40])[n:29](-[c:33]3[cH:34][cH:35][c:36]([F:39])[cH:37][cH:38]3)[n:30][cH:31][cH:32]2)[cH:5][cH:6][c:7]1[O:8][c:9]1[c:10]2[c:11]([n:12][cH:13][cH:14]1)[cH:15][c:16]([CH:18]1[CH2:19][CH2:20][N:21]([CH:42]([CH3:41])[CH3:43])[CH2:22][CH2:23]1)[s:17]2. The reactants are COCC(=O)Cl (methoxy acetyl chloride), CC1=C2C[C@H]3N(C[C@H](C[C@@H]3C=3C=CC=C(N1)C32)N)CCC (2-methyl6n-propyl-8alpha-ergolinylamine), N (ammonia). The solvent is N1=CC=CC=C1 (pyridine). Reaction conditions: time 15 minute. The product is CC1=C2C[C@H]3N(C[C@H](C[C@@H]3C=3C=CC=C(N1)C32)NC(COC)=O)CCC (N-(2-methyl-6-n-propyl-8alpha-ergolinyl)-methoxyacetamide). RXN SMILES: [CH3:1][C:2]1[NH:16][C:15]2[C:17]3[C:3]=1[CH2:4][C@@H:5]1[C@@H:10]([C:11]=3[CH:12]=[CH:13][CH:14]=2)[CH2:9][C@H:8]([NH2:18])[CH2:7][N:6]1[CH2:19][CH2:20][CH3:21].[CH3:22][O:23][CH2:24][C:25](Cl)=[O:26].N>N1C=CC=CC=1>[CH3:1][C:2]1[NH:16][C:15]2[C:17]3[C:3]=1[CH2:4][C@@H:5]1[C@@H:10]([C:11]=3[CH:12]=[CH:13][CH:14]=2)[CH2:9][C@H:8]([NH:18][C:25](=[O:26])[CH2:24][O:23][CH3:22])[CH2:7][N:6]1[CH2:19][CH2:20][CH3:21]. Reported procedure: 849 mg of 2-methyl6n-propyl-8alpha-ergolinylamine (3 mmol) is dissolved in 20 ml of pyridine and stirred with 2.28 ml of methoxy acetyl chloride (30 mmol) for 30 minutes at room temperature. Then it is poured onto ice, stirred for 15 minutes, make alkaline with ammonia and extracted with dichloromethane. The organic phases are dried and concentrated by evaporation. The residue is chromatographed on silica gel with ethyl acetate/methanol and crystallized from ethyl acetate. Yield 420 mg (40% of t...